This data is from the Open Reaction Database (ORD), a public repository of structured organic reaction records. The task is: describe an organic reaction: reactants, conditions, products, and yield The reactants are CCC(=O)CC, CC(=O)O, Cc1ccc(N)cc1C. Yields the product CCC(CC)Nc1ccc(C)c(C)c1. As a reaction SMILES: [CH2:14]([CH3:15])[C:16](=[O:17])[CH2:18][CH3:19].[CH3:10][C:11](=[O:12])[OH:13].[NH2:1][c:2]1[cH:3][c:4]([CH3:9])[c:5]([CH3:8])[cH:6][cH:7]1>>[NH:1]([c:2]1[cH:3][c:4]([CH3:9])[c:5]([CH3:8])[cH:6][cH:7]1)[CH:16]([CH2:14][CH3:15])[CH2:18][CH3:19].